Dataset: the Open Reaction Database (ORD), a public repository of structured organic reaction records. Task: describe an organic reaction: reactants, conditions, products, and yield Reactants: [Br-], C1CCOC1, C[Mg+], CN(C)S(=O)(=O)n1ccc(C(=NS(=O)C(C)(C)C)c2cccc(Cl)c2)n1. Yields the product CN(C)S(=O)(=O)n1ccc(C(C)(NS(=O)C(C)(C)C)c2cccc(Cl)c2)n1. RXN SMILES: [Br-:1].[CH2:30]1[O:31][CH2:32][CH2:33][CH2:34]1.[CH3:2][Mg+:3].[CH3:4][N:5]([S:6](=[O:7])(=[O:8])[n:9]1[n:10][c:11]([C:14](=[N:15][S:16](=[O:17])[C:18]([CH3:19])([CH3:20])[CH3:21])[c:22]2[cH:23][c:24]([Cl:28])[cH:25][cH:26][cH:27]2)[cH:12][cH:13]1)[CH3:29]>>[CH3:2][C:14]([c:11]1[n:10][n:9]([S:6]([N:5]([CH3:4])[CH3:29])(=[O:7])=[O:8])[cH:13][cH:12]1)([NH:15][S:16](=[O:17])[C:18]([CH3:19])([CH3:20])[CH3:21])[c:22]1[cH:23][c:24]([Cl:28])[cH:25][cH:26][cH:27]1. Reactants: Cc1ccccc1, O=C(Cl)OC(Cl)(Cl)Cl, Nc1ccc(Cl)cc1F. Product: O=C=Nc1ccc(Cl)cc1F. As a reaction SMILES: [CH3:18][c:19]1[cH:20][cH:21][cH:22][cH:23][cH:24]1.[Cl:10][C:11](=[O:12])[O:13][C:14]([Cl:15])([Cl:16])[Cl:17].[Cl:1][c:2]1[cH:3][c:4]([F:9])[c:5]([NH2:6])[cH:7][cH:8]1>>[Cl:1][c:2]1[cH:3][c:4]([F:9])[c:5]([N:6]=[C:11]=[O:12])[cH:7][cH:8]1. The reactants are CC(C)OC(C)C, CC(C)(C)OC(=O)CCc1ccc(-c2nc(=O)c3ccccc3s2)nc1, O=C(O)C(F)(F)F. Yields the product O=C(O)CCc1ccc(-c2nc(=O)c3ccccc3s2)nc1. Reaction SMILES: [CH:27]([O:28][CH:29]([CH3:30])[CH3:31])([CH3:32])[CH3:33].[O:1]=[c:2]1[n:3][c:4](-[c:12]2[cH:13][cH:14][c:15]([CH2:18][CH2:19][C:20](=[O:21])[O:22][C:23]([CH3:24])([CH3:25])[CH3:26])[cH:16][n:17]2)[s:5][c:6]2[c:7]1[cH:8][cH:9][cH:10][cH:11]2.[OH:34][C:35]([C:36]([F:37])([F:38])[F:39])=[O:40]>>[O:1]=[c:2]1[n:3][c:4](-[c:12]2[cH:13][cH:14][c:15]([CH2:18][CH2:19][C:20](=[O:21])[OH:22])[cH:16][n:17]2)[s:5][c:6]2[c:7]1[cH:8][cH:9][cH:10][cH:11]2. Starting materials: C1CCOC1, CN, CSc1ncc2cc(-c3cc(NC(=O)Nc4cc(C(C)C)nn4-c4ccccc4)c(F)cc3C)c(=O)n(C)c2n1. The product is CNc1ncc2cc(-c3cc(NC(=O)Nc4cc(C(C)C)nn4-c4ccccc4)c(F)cc3C)c(=O)n(C)c2n1. RXN SMILES: [CH2:43]1[O:44][CH2:45][CH2:46][CH2:47]1.[CH3:41][NH2:42].[F:1][c:2]1[c:3]([NH:23][C:24](=[O:25])[NH:26][c:27]2[cH:28][c:29]([CH:38]([CH3:39])[CH3:40])[n:30][n:31]2-[c:32]2[cH:33][cH:34][cH:35][cH:36][cH:37]2)[cH:4][c:5](-[c:9]2[cH:10][c:11]3[c:12]([n:13][c:14]([S:17][CH3:18])[n:15][cH:16]3)[n:19]([CH3:22])[c:20]2=[O:21])[c:6]([CH3:8])[cH:7]1>>[F:1][c:2]1[c:3]([NH:23][C:24](=[O:25])[NH:26][c:27]2[cH:28][c:29]([CH:38]([CH3:39])[CH3:40])[n:30][n:31]2-[c:32]2[cH:33][cH:34][cH:35][cH:36][cH:37]2)[cH:4][c:5](-[c:9]2[cH:10][c:11]3[c:12]([n:13][c:14]([NH:42][CH3:41])[n:15][cH:16]3)[n:19]([CH3:22])[c:20]2=[O:21])[c:6]([CH3:8])[cH:7]1. Reactants: O=C([C@@H](O)[C@H](O)[C@H](O)CO)[O-].[Na+] (sodium arabinonate). The solvent is O (water). Yields the product O=C([C@@H](O)[C@H](O)[C@H](O)CO)O (arabinonic acid). As a reaction SMILES: [O:1]=[C:2]([O-:11])[C@H:3]([C@@H:5]([C@@H:7]([CH2:9][OH:10])[OH:8])[OH:6])[OH:4].[Na+]>O>[O:1]=[C:2]([OH:11])[C@H:3]([C@@H:5]([C@@H:7]([CH2:9][OH:10])[OH:8])[OH:6])[OH:4] |f:0.1|. Reported procedure: One mole of sodium arabinonate (188 g) in 300 ml of water was acidified on an acid cation exchange resin, giving a solution of arabinonic acid. The arabinonic acid was transformed into the γ-lactone by concentrating in vacuum the aqueous solution to about 200 ml when 300 ml of butanol is added. After a third concentration, the solution is removed from the flask with the aid of 100 ml of butanol and seeded. Crystallization begins at once and a large crop of crystals forms. The crystalline product... Reactants: COC=1C(=C(C(=O)NN)C=CC1)C (3-Methoxy-2-methyl-benzoic acid hydrazide), C1CC2=CC=CC=C2CC1=O (β-tetralone), CCOCC (ether). The reagents and catalysts are C(C)(=O)O (acetic acid). The solvent is CO (methanol). Product: C1C(CCC2=CC=CC=C12)=NNC(C1=C(C(=CC=C1)OC)C)=O (3-methoxy-2-methyl-benzoic acid (3,4-dihydro-1H-naphthalen-2-ylidene)-hydrazide). RXN SMILES: [CH3:1][O:2][C:3]1[C:4]([CH3:13])=[C:5]([CH:10]=[CH:11][CH:12]=1)[C:6]([NH:8][NH2:9])=[O:7].[CH2:14]1[C:23](=O)[CH2:22][C:21]2[C:16](=[CH:17][CH:18]=[CH:19][CH:20]=2)[CH2:15]1.CCOCC>CO.C(O)(=O)C>[CH2:20]1[C:21]2[C:16](=[CH:15][CH:14]=[CH:23][CH:22]=2)[CH2:17][CH2:18][C:19]1=[N:9][NH:8][C:6](=[O:7])[C:5]1[CH:10]=[CH:11][CH:12]=[C:3]([O:2][CH3:1])[C:4]=1[CH3:13]. Procedure: 3-Methoxy-2-methyl-benzoic acid hydrazide (1.0 g) and β-tetralone (0.9 g) were mixed in 4 ml of methanol with 1 drop of acetic acid at room temperature for 10 minutes. Approximately 10 mL of ether were added and the mixture was refrigerated. Crystals of 3-methoxy-2-methyl-benzoic acid (3,4-dihydro-1H-naphthalen-2-ylidene)-hydrazide formed, which were collected by filtration (0.85 g). 1H NMR (300 MHz, CDCl3) δ ppm): 6.8-7.3 (m, 4H), 3.75+3.8 (2 s, 3H), 3.45+3.7 (2 s, 2H), 2.85 (t, 2H), 2.4 (t, 2H...